Dataset: the Open Reaction Database (ORD), a public repository of structured organic reaction records. Task: describe an organic reaction: reactants, conditions, products, and yield The reactants are ClC1=NC(=NC=C1C(=S)OCC)C (ethyl 4-chloro-2-methylthiopyrimidine-5-carboxylate), C1(CC1)N (cyclopropyl amine). The product is C1(CC1)NC1=NC(=NC=C1C=S)C (4-cyclopropylamino-2-methylthiopyrimidine-5-carboxaldehyde). RXN SMILES: Cl[C:2]1[C:7]([C:8](OCC)=[S:9])=[CH:6][N:5]=[C:4]([CH3:13])[N:3]=1.[CH:14]1([NH2:17])[CH2:16][CH2:15]1>>[CH:14]1([NH:17][C:2]2[C:7]([CH:8]=[S:9])=[CH:6][N:5]=[C:4]([CH3:13])[N:3]=2)[CH2:16][CH2:15]1. Reported procedure: The 4-cyclopropylamino-2-methylthiopyrimidine-5-carboxaldehyde was prepared as described in Example 1 (steps A through C) starting with ethyl 4-chloro-2-methylthiopyrimidine-5-carboxylate (Aldrich Chemical Co.) and cyclopropyl amine (Aldrich Chemical Co.). Starting materials: C(C)(C)(C)OC(=O)N1C(C2=CN=C3C=CC=C(C1)N32)=O (4,5-dihydro-4-(tert-butoxycarbonyl)-3H-1,4,8b-triazaacenaphthylen-3-one), Cl (HCl). Run in C(C)O (ethanol). Conditions: time 1 hour. The product is Cl.N=1C=C2C(NCC3=CC=CC1N23)=O (4,5-Dihydro-3H-1,4,8b-triazaacenaphthylene-3-one-hydrochloride). The yield is 76.5%. Reaction SMILES: C(OC([N:8]1[CH2:18][C:17]2[N:19]3[C:10](=[CH:11][N:12]=[C:13]3[CH:14]=[CH:15][CH:16]=2)[C:9]1=[O:20])=O)(C)(C)C.[ClH:21]>C(O)C>[ClH:21].[N:12]1[CH:11]=[C:10]2[N:19]3[C:17](=[CH:16][CH:15]=[CH:14][C:13]=13)[CH2:18][NH:8][C:9]2=[O:20] |f:3.4|. Procedure: To a solution of 95.7 mg (0.35 mmol) of 4,5-dihydro-4-(tert-butoxycarbonyl)-3H-1,4,8b-triazaacenaphthylen-3-one in 100 ml of ethanol was added 0.09 ml (1.05 mmol) of 12N HCl. The mixture was stirred for one hour at room temperature. The resulting crystalline precipitates were collected by filtration, washed with a small volume of ethanol and ether and dried to give 56.1 mg of the desired compound (76.4%, white solid). Starting materials: CC(C)(C)C(=O)c1cn(COCC[Si](C)(C)C)c2ncc(Br)nc12, O=C([O-])[O-], CNc1ccccc1, Cc1ccccc1, [Cs+], [Cs+], O=C(C=Cc1ccccc1)C=Cc1ccccc1, O=C(C=Cc1ccccc1)C=Cc1ccccc1, O=C(C=Cc1ccccc1)C=Cc1ccccc1, [Pd], [Pd], c1ccc(P(c2ccccc2)c2ccc3ccccc3c2-c2c(P(c3ccccc3)c3ccccc3)ccc3ccccc23)cc1. Yields the product CN(c1ccccc1)c1cnc2c(n1)c(C(=O)C(C)(C)C)cn2COCC[Si](C)(C)C. As a reaction SMILES: [Br:1][c:2]1[n:3][c:4]2[c:5]([n:6][cH:7]1)[n:8]([CH2:17][O:18][CH2:19][CH2:20][Si:21]([CH3:22])([CH3:23])[CH3:24])[cH:9][c:10]2[C:11]([C:12]([CH3:13])([CH3:14])[CH3:15])=[O:16].[C:79](=[O:80])([O-:81])[O-:82].[CH3:25][NH:26][c:27]1[cH:28][cH:29][cH:30][cH:31][cH:32]1.[CH3:85][c:86]1[cH:87][cH:88][cH:89][cH:90][cH:91]1.[Cs+:83].[Cs+:84].[O:112]=[C:113]([CH:114]=[CH:115][c:116]1[cH:117][cH:118][cH:119][cH:120][cH:121]1)[CH:122]=[CH:123][c:124]1[cH:125][cH:126][cH:127][cH:128][cH:129]1.[O:130]=[C:131]([CH:132]=[CH:133][c:134]1[cH:135][cH:136][cH:137][cH:138][cH:139]1)[CH:140]=[CH:141][c:142]1[cH:143][cH:144][cH:145][cH:146][cH:147]1.[O:94]=[C:95]([CH:96]=[CH:97][c:98]1[cH:99][cH:100][cH:101][cH:102][cH:103]1)[CH:104]=[CH:105][c:106]1[cH:107][cH:108][cH:109][cH:110][cH:111]1.[Pd:92].[Pd:93].[cH:33]1[cH:34][cH:35][c:36]([P:37]([c:38]2[cH:39][cH:40][c:41]3[c:42]([cH:43][cH:44][cH:45][cH:46]3)[c:47]2-[c:48]2[c:49]3[c:50]([cH:51][cH:52][cH:53][cH:54]3)[cH:55][cH:56][c:57]2[P:58]([c:59]2[cH:60][cH:61][cH:62][cH:63][cH:64]2)[c:65]2[cH:66][cH:67][cH:68][cH:69][cH:70]2)[c:71]2[cH:72][cH:73][cH:74][cH:75][cH:76]2)[cH:77][cH:78]1>>[c:2]1([N:26]([CH3:25])[c:27]2[cH:28][cH:29][cH:30][cH:31][cH:32]2)[n:3][c:4]2[c:5]([n:6][cH:7]1)[n:8]([CH2:17][O:18][CH2:19][CH2:20][Si:21]([CH3:22])([CH3:23])[CH3:24])[cH:9][c:10]2[C:11]([C:12]([CH3:13])([CH3:14])[CH3:15])=[O:16]. Starting materials: COC(=O)c1cc(OC)c(C)c(OC)c1Oc1cc(C)cc(OC)c1, COC(Cl)Cl, [Cl-], [Cl-], [Cl-], [Cl-], ClCCl, O, [Ti+4]. The product is COC(=O)c1cc(OC)c(C)c(OC)c1Oc1cc(OC)cc(C)c1C=O. RXN SMILES: [CH3:1][O:2][C:3]([c:4]1[c:5]([O:15][c:16]2[cH:17][c:18]([O:23][CH3:24])[cH:19][c:20]([CH3:22])[cH:21]2)[c:6]([O:13][CH3:14])[c:7]([CH3:12])[c:8]([O:10][CH3:11])[cH:9]1)=[O:25].[CH3:26][O:27][CH:28]([Cl:29])[Cl:30].[Cl-:35].[Cl-:36].[Cl-:37].[Cl-:38].[Cl:32][CH2:33][Cl:34].[OH2:31].[Ti+4:39]>>[CH3:1][O:2][C:3]([c:4]1[c:5]([O:15][c:16]2[cH:17][c:18]([O:23][CH3:24])[cH:19][c:20]([CH3:22])[c:21]2[CH:26]=[O:27])[c:6]([O:13][CH3:14])[c:7]([CH3:12])[c:8]([O:10][CH3:11])[cH:9]1)=[O:25]. The reactants are CN1CC=C(c2c[nH]c3ccc(Br)cc23)CC1, [Li]C(C)(C)C, CN(C)C=O, [KH], C1CCOC1. Yields the product CN1CC=C(c2c[nH]c3ccc(C=O)cc23)CC1. Reaction SMILES: [Br:1][c:2]1[cH:3][c:4]2[c:5]([C:11]3=[CH:16][CH2:15][N:14]([CH3:17])[CH2:13][CH2:12]3)[cH:6][nH:7][c:8]2[cH:9][cH:10]1.[C:19]([Li:20])([CH3:21])([CH3:22])[CH3:23].[CH3:24][N:25]([CH:26]=[O:27])[CH3:28].[KH:18].[O:29]1[CH2:30][CH2:31][CH2:32][CH2:33]1>>[c:2]1([CH:26]=[O:27])[cH:3][c:4]2[c:5]([C:11]3=[CH:16][CH2:15][N:14]([CH3:17])[CH2:13][CH2:12]3)[cH:6][nH:7][c:8]2[cH:9][cH:10]1.